This data is from the Open Reaction Database (ORD), a public repository of structured organic reaction records. The task is: describe an organic reaction: reactants, conditions, products, and yield Reactants: COCC(=O)O, CNCC(C)Oc1cccc2ncnc(Nc3ccc(OCc4ccccn4)c(Cl)c3)c12. Yields the product COCC(=O)N(C)CC(C)Oc1cccc2ncnc(Nc3ccc(OCc4ccccn4)c(Cl)c3)c12. Reaction SMILES: [CH3:1][O:2][CH2:3][C:4](=[O:5])[OH:6].[Cl:7][c:8]1[cH:9][c:10]([NH:22][c:23]2[n:24][cH:25][n:26][c:27]3[cH:28][cH:29][cH:30][c:31]([O:33][CH:34]([CH2:35][NH:36][CH3:37])[CH3:38])[c:32]23)[cH:11][cH:12][c:13]1[O:14][CH2:15][c:16]1[n:17][cH:18][cH:19][cH:20][cH:21]1>>[CH3:1][O:2][CH2:3][C:4](=[O:6])[N:36]([CH2:35][CH:34]([O:33][c:31]1[cH:30][cH:29][cH:28][c:27]2[n:26][cH:25][n:24][c:23]([NH:22][c:10]3[cH:9][c:8]([Cl:7])[c:13]([O:14][CH2:15][c:16]4[n:17][cH:18][cH:19][cH:20][cH:21]4)[cH:12][cH:11]3)[c:32]21)[CH3:38])[CH3:37]. Reactants: Cl.Cl.N1CC(C1)N1CCC(CC1)O (1-azetidin-3-ylpiperidin-4-ol dihydrochloride), FC1=CC=C(C=C1)C(CN(C(OC(C)(C)C)=O)C)CC=O (tert-butyl [2-(4-fluorophenyl)-4-oxobutyl]methylcarbamate), ClC=1C=C(C=CC1Cl)[C@@H](CN(C(OC(C)(C)C)=O)C)CC=O (tert-butyl [(2S)-2-(3,4-dichlorophenyl)-4-oxobutyl]methylcarbamate), Cl.Cl.N1CC(C1)N1CCSCC1 (4-azetidin-3-ylthiomorpholine dihydrochloride). Yields the product ClC=1C=C(C=CC1Cl)[C@@H](CN(C(OC(C)(C)C)=O)C)CCN1CC(C1)N1CCC(CC1)O (tert-Butyl {(2S)-2-(3,4-dichlorophenyl)-4-[3-(4-hydroxypiperidin-1-yl)azetidin-1-yl]butyl}methylcarbamate). Reaction SMILES: Cl.Cl.[NH:3]1[CH2:6][CH:5]([N:7]2[CH2:12][CH2:11][CH:10]([OH:13])[CH2:9][CH2:8]2)[CH2:4]1.[Cl:14][C:15]1[CH:16]=[C:17]([C@H:22]([CH2:33][CH:34]=O)[CH2:23][N:24]([CH3:32])[C:25](=[O:31])[O:26][C:27]([CH3:30])([CH3:29])[CH3:28])[CH:18]=[CH:19][C:20]=1[Cl:21].Cl.Cl.N1CC(N2CCSCC2)C1.FC1C=CC(C(CC=O)CN(C)C(=O)OC(C)(C)C)=CC=1>>[Cl:14][C:15]1[CH:16]=[C:17]([C@H:22]([CH2:33][CH2:34][N:3]2[CH2:6][CH:5]([N:7]3[CH2:12][CH2:11][CH:10]([OH:13])[CH2:9][CH2:8]3)[CH2:4]2)[CH2:23][N:24]([CH3:32])[C:25](=[O:31])[O:26][C:27]([CH3:29])([CH3:30])[CH3:28])[CH:18]=[CH:19][C:20]=1[Cl:21] |f:0.1.2,4.5.6|. Reported procedure: The compound was synthesized in an analogous way to that of Method 3d but using 1-azetidin-3-ylpiperidin-4-ol dihydrochloride (see Meth 15) and tert-butyl [(2S)-2-(3,4-dichlorophenyl)-4-oxobutyl]methylcarbamate (see WO 95/05377) rather than 4-azetidin-3-ylthiomorpholine dihydrochloride and tert-butyl [2-(4-fluorophenyl)-4-oxobutyl]methylcarbamate (yield, 35%). 1H NMR (500 MHz, CDCl3): 1.3 (m, 2H), 1.4 (s, 9H), 1.5-3.8 (cm, 23H), 7.0 (dd, 1H), 7.2-7.4 (m, 2H), LCMS: m/z 487 (M+1)+. The reactants are solution, B(Br)(Br)Br (boron tribromide), CO (methanol), COC1=C(C=C(OC=2C(=CC(=C3CCCC23)NC(CC(=O)OCC)=O)C)C=C1)CCC1=CC=C(C=C1)OC (Ethyl N-(7-{4-methoxy-3-[2-(4-methoxyphenyl)ethyl]phenoxy}-6-methylindan-4-yl)malonamate), Cl (hydrochloric acid). Solvent: ClCCl (dichloromethane), ClCCl (dichloromethane). Run at time 24 hour. The product is OC1=C(C=C(OC=2C(=CC(=C3CCCC23)NC(CC(=O)O)=O)C)C=C1)CCC1=CC=C(C=C1)O (N-(7-{4-hydroxy-3-[2-(4-hydroxyphenyl)ethyl]phenoxy}-6-methylindan-4-yl}malonamic acid). Yield: 56.1%. As a reaction SMILES: C[O:2][C:3]1[CH:28]=[CH:27][C:6]([O:7][C:8]2[C:9]([CH3:26])=[CH:10][C:11]([NH:17][C:18](=[O:25])[CH2:19][C:20]([O:22]CC)=[O:21])=[C:12]3[C:16]=2[CH2:15][CH2:14][CH2:13]3)=[CH:5][C:4]=1[CH2:29][CH2:30][C:31]1[CH:36]=[CH:35][C:34]([O:37]C)=[CH:33][CH:32]=1.B(Br)(Br)Br.CO.Cl>ClCCl>[OH:2][C:3]1[CH:28]=[CH:27][C:6]([O:7][C:8]2[C:9]([CH3:26])=[CH:10][C:11]([NH:17][C:18](=[O:25])[CH2:19][C:20]([OH:22])=[O:21])=[C:12]3[C:16]=2[CH2:15][CH2:14][CH2:13]3)=[CH:5][C:4]=1[CH2:29][CH2:30][C:31]1[CH:36]=[CH:35][C:34]([OH:37])=[CH:33][CH:32]=1. Procedure details: Ethyl N-(7-{4-methoxy-3-[2-(4-methoxyphenyl)ethyl]phenoxy}-6-methylindan-4-yl)malonamate (40 mg) was dissolved in dichloromethane (5 mL). Adding dropwise a 1 mol/L solution of boron tribromide in dichloromethane (1 mL) under dry ice/acetone-cooling, the solution was stirred at room temperature for 24 hours. To the reaction mixture was added dropwise methanol (5 mL) under ice-cooling with stirring. Adding diluted hydrochloric acid, the reaction mixture was extracted with ethyl acetate. The organi... Starting materials: CO, CCOC(=O)C1(CCCc2c(F)cnc3ccc(OC)cc23)CCN(CCOc2c(F)cccc2F)CC1, [Na+], C1COCCO1, [OH-]. The product is COc1ccc2ncc(F)c(CCCC3(C(=O)O)CCN(CCOc4c(F)cccc4F)CC3)c2c1. Reaction SMILES: [CH3:47][OH:48].[F:1][c:2]1[c:3]([O:4][CH2:5][CH2:6][N:7]2[CH2:8][CH2:9][C:10]([C:13](=[O:14])[O:15][CH2:16][CH3:17])([CH2:18][CH2:19][CH2:20][c:21]3[c:22]([F:33])[cH:23][n:24][c:25]4[cH:26][cH:27][c:28]([O:31][CH3:32])[cH:29][c:30]34)[CH2:11][CH2:12]2)[c:34]([F:38])[cH:35][cH:36][cH:37]1.[Na+:40].[O:41]1[CH2:42][CH2:43][O:44][CH2:45][CH2:46]1.[OH-:39]>>[F:1][c:2]1[c:3]([O:4][CH2:5][CH2:6][N:7]2[CH2:8][CH2:9][C:10]([C:13](=[O:14])[OH:15])([CH2:18][CH2:19][CH2:20][c:21]3[c:22]([F:33])[cH:23][n:24][c:25]4[cH:26][cH:27][c:28]([O:31][CH3:32])[cH:29][c:30]34)[CH2:11][CH2:12]2)[c:34]([F:38])[cH:35][cH:36][cH:37]1.